This data is from the Open Reaction Database (ORD), a public repository of structured organic reaction records. The task is: describe an organic reaction: reactants, conditions, products, and yield Reactants: C([O-])([O-])=O.[K+].[K+] (potassium carbonate), C(C#CC)Br (2-butynyl bromide), 5.5-L, CN(C=O)C (N,N-dimethylformamide), CN1N=CC2=C(C1=O)NC(=N2)N2CCN(CC2)C(=O)OC(C)(C)C (t-butyl 4-(6-methyl-7-oxo-6,7-dihydro-1H-imidazo[4,5-d]pyridazin-2-yl)piperazine-1-carboxylate). Solvent: O (water). Conditions: time 22 hour. Yields the product C(C#CC)N1C(=NC2=C1C(N(N=C2)C)=O)N2CCN(CC2)C(=O)OC(C)(C)C (t-Butyl 4-[1-(2-butynyl)-6-methyl-7-oxo-6,7-dihydro-1H-imidazo[4,5-d]pyridazin-2-yl]piperazine-1-carboxylate). Reaction SMILES: C(=O)([O-])[O-].[K+].[K+].[CH2:7](Br)[C:8]#[C:9][CH3:10].CN(C)C=O.[CH3:17][N:18]1[C:23](=[O:24])[C:22]2[NH:25][C:26]([N:28]3[CH2:33][CH2:32][N:31]([C:34]([O:36][C:37]([CH3:40])([CH3:39])[CH3:38])=[O:35])[CH2:30][CH2:29]3)=[N:27][C:21]=2[CH:20]=[N:19]1>O>[CH2:7]([N:25]1[C:22]2[C:23](=[O:24])[N:18]([CH3:17])[N:19]=[CH:20][C:21]=2[N:27]=[C:26]1[N:28]1[CH2:33][CH2:32][N:31]([C:34]([O:36][C:37]([CH3:40])([CH3:39])[CH3:38])=[O:35])[CH2:30][CH2:29]1)[C:8]#[C:9][CH3:10] |f:0.1.2|. Procedure: 43.9 g of potassium carbonate and 27.8 ml of 2-butynyl bromide were successively added to a 5.5-L N,N-dimethylformamide solution of 88.4 g of t-butyl 4-(6-methyl-7-oxo-6,7-dihydro-1H-imidazo[4,5-d]pyridazin-2-yl)piperazine-1-carboxylate at 15° C. under a nitrogen atmosphere. The reaction solution was stirred at room temperature for 22 hours, and then poured into 10 L of water. The mixture was extracted with 5 L of ethyl acetate. The organic layer was successively washed twice with 5 L of water, ... Starting materials: CCO, O=C[O-], CCOC(=O)C(C(=O)OCC)c1cc(F)c([N+](=O)[O-])c(F)c1, [NH4+]. Yields the product CCOC(=O)C(C(=O)OCC)c1cc(F)c(N)c(F)c1. RXN SMILES: [CH3:27][CH2:28][OH:29].[CH:23]([O-:24])=[O:25].[F:1][c:2]1[cH:3][c:4]([CH:12]([C:13](=[O:14])[O:15][CH2:16][CH3:17])[C:18](=[O:19])[O:20][CH2:21][CH3:22])[cH:5][c:6]([F:11])[c:7]1[N+:8]([O-:9])=[O:10].[NH4+:26]>>[F:1][c:2]1[cH:3][c:4]([CH:12]([C:13](=[O:14])[O:15][CH2:16][CH3:17])[C:18](=[O:19])[O:20][CH2:21][CH3:22])[cH:5][c:6]([F:11])[c:7]1[NH2:8].